The task is: describe an organic reaction: reactants, conditions, products, and yield. This data is from the Open Reaction Database (ORD), a public repository of structured organic reaction records. Reactants: CC(C)(C)OC(=O)NC1CCNC1, [BH3-]C#N, CCOC(C)=O, CC(=O)O, CO, CC(C)O, O=C1CCC(O)(c2ccc(F)cc2)CC1, [Na+]. The product is CC(C)(C)OC(=O)NC1CCN(C2CCC(O)(c3ccc(F)cc3)CC2)C1. Reaction SMILES: [C:20]([CH3:21])([CH3:22])([CH3:23])[O:24][C:25](=[O:26])[NH:27][CH:28]1[CH2:29][NH:30][CH2:31][CH2:32]1.[C:33]([BH3-:34])#[N:35].[C:39]([O:40][CH2:41][CH3:42])(=[O:43])[CH3:44].[CH3:16][C:17](=[O:18])[OH:19].[CH3:37][OH:38].[CH3:45][CH:46]([OH:47])[CH3:48].[F:1][c:2]1[cH:3][cH:4][c:5]([C:8]2([OH:15])[CH2:9][CH2:10][C:11](=[O:14])[CH2:12][CH2:13]2)[cH:6][cH:7]1.[Na+:36]>>[F:1][c:2]1[cH:3][cH:4][c:5]([C:8]2([OH:15])[CH2:9][CH2:10][CH:11]([N:30]3[CH2:29][CH:28]([NH:27][C:25]([O:24][C:20]([CH3:21])([CH3:22])[CH3:23])=[O:26])[CH2:32][CH2:31]3)[CH2:12][CH2:13]2)[cH:6][cH:7]1. Starting materials: C(C=1C(O)=CC=CC1)(=O)O (salicylic acid), boric anhydride, C=O (formaldehyde), Cl (hydrochloric acid). Solvent: O (water). Reaction conditions: temperature 95 celsius, time 60 minute. Product: C(C=1C(O)=CC=CC1)(=O)O.C=O (salicylic acid formaldehyde). RXN SMILES: [C:1]([OH:10])(=[O:9])[C:2]1[C:3](=[CH:5][CH:6]=[CH:7][CH:8]=1)[OH:4].[CH2:11]=[O:12].Cl>O>[C:1]([OH:10])(=[O:9])[C:2]1[C:3](=[CH:5][CH:6]=[CH:7][CH:8]=1)[OH:4].[CH2:11]=[O:12] |f:4.5|. Procedure: In a reactor fitted with a condenser, addition funnel and a mechanical stirrer, deionized water (300 g) is heated to 95° C. At this temperature, a mixture of powdered salicylic acid (40 g) and boric anhydride (0.2 g) is added. Aqueous formaldehyde (40%, 35 mL), pre-acidified with hydrochloric acid (6.5 mL, 1.19 density), is then added over 15 minutes. During the addition, the reaction temperature is maintained at 90-100° C. The reaction mixture is stirred for 60 minutes at 95° C. and then cooled... The reactants are ClC1=NC=CC=C1N (2-chloro-3-pyridinamine), C(=O)([O-])[O-].[K+].[K+] (K2CO3), C(C)(=O)Cl (acetyl chloride), [NH4+].[Cl-] (NH4Cl). The solvent is C1CCOC1 (THF). Conditions: time 8 hour. The product is C(C)(=O)NC=1C(=NC=CC1)Cl (N-acetyl 2-chloro-3-pyridinamine). Yield: 105.2%. As a reaction SMILES: [Cl:1][C:2]1[C:7]([NH2:8])=[CH:6][CH:5]=[CH:4][N:3]=1.C([O-])([O-])=O.[K+].[K+].[C:15](Cl)(=[O:17])[CH3:16].[NH4+].[Cl-]>C1COCC1>[C:15]([NH:8][C:7]1[C:2]([Cl:1])=[N:3][CH:4]=[CH:5][CH:6]=1)(=[O:17])[CH3:16] |f:1.2.3,5.6|. Procedure: To a solution of 2-chloro-3-pyridinamine (14.9 g, 116 mmol) in 300 mL of THF was added K2CO3 (32 g, 232 mmol) and acetyl chloride (12 mL, 169 mmol) and the mixture was stirred at room temperature overnight. Saturated NH4Cl was added and the product was extracted in EtOAc, dried over Na2SO4, and filtered through silica to yield 20.81 g of the title amide. The reactants are ClC=1C=C(C=C(C1OCCCCBr)Cl)OCC=C(Cl)Cl (3,5-dichloro-1-(3,3-dichloro-2-propenyloxy)-4-(4-bromobutyloxy)benzene), CN (methylamine), C([O-])([O-])=O.[K+].[K+] (potassium carbonate), C(O)([O-])=O.[Na+] (sodium hydrogen carbonate). RXN SMILES: [Cl:1][C:2]1[CH:3]=[C:4]([O:15][CH2:16][CH:17]=[C:18]([Cl:20])[Cl:19])[CH:5]=[C:6]([Cl:14])[C:7]=1[O:8][CH2:9][CH2:10][CH2:11][CH2:12]Br.[CH3:21][NH2:22].C(=O)([O-])[O-].[K+].[K+].C(=O)([O-])O.[Na+]>CN(C)C=O.CO>[Cl:1][C:2]1[CH:3]=[C:4]([O:15][CH2:16][CH:17]=[C:18]([Cl:20])[Cl:19])[CH:5]=[C:6]([Cl:14])[C:7]=1[O:8][CH2:9][CH2:10][CH2:11][CH2:12][NH:22][CH3:21] |f:2.3.4,5.6|. The solvent is CN(C=O)C (N,N-dimethylformamide), CO (methanol). Run at time 24 hour. The product is ClC=1C=C(C=C(C1OCCCCNC)Cl)OCC=C(Cl)Cl (3,5-dichloro-1-(3,3-dichloro-2-propenyloxy)-4-(4-(methylamino)butyloxy)benzene). The yield is 89.0%. Procedure details: A mixture of 1.0 g of 3,5-dichloro-1-(3,3-dichloro-2-propenyloxy)-4-(4-bromobutyloxy)benzene, 4 ml of 40% methanol solution of methylamine, 0.33 g of potassium carbonate and N,N-dimethylformamide was stirred at room temperature for 24 hours. To the reaction mixture was added 100 ml of saturated aqueous sodium hydrogen carbonate solution, and the mixture was extracted with 100 ml of ethyl acetate. The ethyl acetate layer was successively washed with 100 ml of saturated sodium hydrogen carbonate a... Reported procedure: 3-Bromo-5-aminosalicylic acid (0.73 g.) was dissolved in acetone (30 ml.) and pyridine (0.4 ml.) to which an acetone (14 ml.) solution containing acetyl-salicyloyl chloride (prepared from 0.53 g. of acetyl-salicylic acid) was added dropwise with stirring. After reaction the solution was evaporated to dryness under reduced pressure and the residue was dissolved in ethyl acetate. After washing the solution with water and 1 N hydrochloric acid successively, the ethyl acetate was evaporated off unde... Yields the product BrC=1C(=C(C=C(C(=O)NC2=C(C=CC=C2)O)C1)C(=O)O)O (5-bromo-3-carboxy-2',4-dihydroxybenzanilide). The reactants are N1=CC=CC=C1 (pyridine), C(C)(=O)OC=1C(C(=O)Cl)=CC=CC1 (acetyl-salicyloyl chloride), CC(=O)C (acetone), Cl (hydrochloric acid), BrC1=C(C(C(=O)O)=CC(=C1)N)O (3-Bromo-5-aminosalicylic acid), CC(=O)C (acetone). As a reaction SMILES: [Br:1][C:2]1[CH:10]=[C:9](N)[CH:8]=[C:4]([C:5]([OH:7])=[O:6])[C:3]=1[OH:12].[N:13]1[CH:18]=[CH:17][CH:16]=[CH:15][CH:14]=1.[C:19](OC1C(=CC=CC=1)C(Cl)=O)(=[O:21])C.Cl.C[C:34](C)=[O:35]>CO.[OH-].[Na+]>[Br:1][C:2]1[C:3]([OH:12])=[C:4]([C:5]([OH:7])=[O:6])[CH:8]=[C:9]([CH:10]=1)[C:19]([NH:13][C:18]1[CH:17]=[CH:16][CH:15]=[CH:14][C:34]=1[OH:35])=[O:21] |f:6.7|. Yield: 81.1%. Run in CO (methanol), [OH-].[Na+] (sodium hydroxide). The yield is 94.1%. Reported procedure: To a stirred solution of 7-hydroxymethyl-8-methoxy-2-(2-trimethylsilanyl-ethoxymethyl)-2H-[1,2,4]triazolo[4,3-a]pyridin-3-one (1.23 g, 3.78 mmol) in DCM (100 mL) was added manganese dioxide (3.30 g, 37.8 mmol). After 16 hours, the reaction mixture was filtered through Celite®. The filtrate was evaporated to dryness to afford the title compound (1.15 g, 94%) as a pale yellow solid. LCMS (Method A): RT=4.52 min, [M+Na]+=346. Solvent: C(Cl)Cl (DCM). Starting materials: OCC1=C(C=2N(C=C1)C(N(N2)COCC[Si](C)(C)C)=O)OC (7-hydroxymethyl-8-methoxy-2-(2-trimethylsilanyl-ethoxymethyl)-2H-[1,2,4]triazolo[4,3-a]pyridin-3-one). Yields the product COC=1C=2N(C=CC1C=O)C(N(N2)COCC[Si](C)(C)C)=O (8-Methoxy-3-oxo-2-(2-trimethylsilanyl-ethoxymethyl)-2,3-dihydro-[1,2,4]triazolo[4,3-a]pyridine-7-carbaldehyde). Reaction SMILES: [OH:1][CH2:2][C:3]1[CH:8]=[CH:7][N:6]2[C:9](=[O:20])[N:10]([CH2:12][O:13][CH2:14][CH2:15][Si:16]([CH3:19])([CH3:18])[CH3:17])[N:11]=[C:5]2[C:4]=1[O:21][CH3:22]>C(Cl)Cl.[O-2].[O-2].[Mn+4]>[CH3:22][O:21][C:4]1[C:5]2[N:6]([C:9](=[O:20])[N:10]([CH2:12][O:13][CH2:14][CH2:15][Si:16]([CH3:19])([CH3:18])[CH3:17])[N:11]=2)[CH:7]=[CH:8][C:3]=1[CH:2]=[O:1] |f:2.3.4|. The reagents and catalysts are [O-2].[O-2].[Mn+4] (manganese dioxide). Run at time 16 hour. Reactants: COC=1C=C(C=C(C1)C(F)(F)F)NC(=C(C#N)S(=O)(=O)C)SC (3-(3-Methoxy-5-trifluoromethyl-phenylamino)-2-methylsulfonyl-3-methylsulfanyl-propenenitrile), CC(C(C)(C)C)N (1,2,2-trimethylpropylamine). Product: COC=1C=C(C=C(C1)C(F)(F)F)NC(=C(C#N)S(=O)(=O)C)NC(C(C)(C)C)C (3-(3-Methoxy-5-trifluoromethyl-phenylamino)-2-methylsulfonyl-3-(1,2,2-trimethylpropylamino)-acrylonitrile). Yield: 40.0%. As a reaction SMILES: [CH3:1][O:2][C:3]1[CH:4]=[C:5]([NH:13][C:14](SC)=[C:15]([S:18]([CH3:21])(=[O:20])=[O:19])[C:16]#[N:17])[CH:6]=[C:7]([C:9]([F:12])([F:11])[F:10])[CH:8]=1.[CH3:24][CH:25]([NH2:30])[C:26]([CH3:29])([CH3:28])[CH3:27]>>[CH3:1][O:2][C:3]1[CH:4]=[C:5]([NH:13][C:14]([NH:30][CH:25]([CH3:24])[C:26]([CH3:29])([CH3:28])[CH3:27])=[C:15]([S:18]([CH3:21])(=[O:20])=[O:19])[C:16]#[N:17])[CH:6]=[C:7]([C:9]([F:12])([F:11])[F:10])[CH:8]=1. Procedure: 3-(3-Methoxy-5-trifluoromethyl-phenylamino)-2-methylsulfonyl-3-methylsulfanyl-propenenitrile (0.22 g, 0.6 mmol) was stirred in 1,2,2-trimethylpropylamine (1 ml) for 17 h at 75° C. under nitrogen. Work-up as described in EXAMPLE 17, 2) without chromatography gave 100 mg (40%) of the title compound. Mp 110-113° C. 1H NMR (200 MHz, CDCl3): δ=0.87 (s, 9H), 1.01 (d, 3H), 3.08 (m, 1H), 3.10 (s, 3H), 3.87 (s, 3H), 6.81 (br s, 1H), 6.95 (br s, 1H), 6.97 (br s, 1H); Analysis: calc. for C18H24N3O3S: C, 51...